Dataset: the Open Reaction Database (ORD), a public repository of structured organic reaction records. Task: describe an organic reaction: reactants, conditions, products, and yield Reactants: NC1=NC=C(C(=N1)N[C@@H]1CC[C@H](CC1)O)OC1=CC=C(C=C1)Cl (2-amino-5-(4-chlorophenoxy)-4-(trans-4-hydroxycyclohexylamino)pyrimidine), Cl (hydrochloric acid). Solvent: C(C)O (ethanol). Yields the product Cl.NC1=NC=C(C(=N1)N[C@@H]1CC[C@H](CC1)O)OC1=CC=C(C=C1)Cl (2-amino-5-(4-chlorophenoxy)-4-(trans-4-hydroxycyclohexylamino)pyrimidine hydrochloride). Yield: 180.2%. Reaction SMILES: [NH2:1][C:2]1[N:7]=[C:6]([NH:8][C@H:9]2[CH2:14][CH2:13][C@H:12]([OH:15])[CH2:11][CH2:10]2)[C:5]([O:16][C:17]2[CH:22]=[CH:21][C:20]([Cl:23])=[CH:19][CH:18]=2)=[CH:4][N:3]=1.Cl>C(O)C>[ClH:23].[NH2:1][C:2]1[N:7]=[C:6]([NH:8][C@H:9]2[CH2:14][CH2:13][C@H:12]([OH:15])[CH2:11][CH2:10]2)[C:5]([O:16][C:17]2[CH:18]=[CH:19][C:20]([Cl:23])=[CH:21][CH:22]=2)=[CH:4][N:3]=1 |f:3.4|. Procedure: Chromatographically pure 2-amino-5-(4-chlorophenoxy)-4-(trans-4-hydroxycyclohexylamino)pyrimidine (0.93 g, 2.78 mmoles) was dissolved in ethanol (10 mL), concentrated hydrochloric acid (1 mL) was added, and the solution was spin evaporated in vacuo to give a solid. The solid was triturated under ethyl acetate to give a white solid which was collected, washed with ethyl acetate and dried in vacuo to give 0.93 g (90% yield) of 2-amino-5-(4-chlorophenoxy)-4-(trans-4-hydroxycyclohexylamino)pyrimidin... Reactants: CCC(=O)Cl, Cn1c(=O)c2c(N)onc2n(C)c1=O, c1ccncc1. Reaction SMILES: [C:15]([CH2:16][CH3:17])(=[O:18])[Cl:19].[NH2:1][c:2]1[o:3][n:4][c:5]2[n:6]([CH3:14])[c:7](=[O:13])[n:8]([CH3:12])[c:9](=[O:11])[c:10]12.[cH:20]1[cH:21][cH:22][n:23][cH:24][cH:25]1>>[NH:1]([c:2]1[o:3][n:4][c:5]2[n:6]([CH3:14])[c:7](=[O:13])[n:8]([CH3:12])[c:9](=[O:11])[c:10]12)[C:15]([CH2:16][CH3:17])=[O:18]. The product is CCC(=O)Nc1onc2c1c(=O)n(C)c(=O)n2C. Reactants: CCN, O=Cc1cnc2ccccc2c1. The product is CCNCc1cnc2ccccc2c1. As a reaction SMILES: [CH3:1][CH2:2][NH2:3].[n:4]1[cH:5][c:6]([CH:14]=[O:15])[cH:7][c:8]2[cH:9][cH:10][cH:11][cH:12][c:13]12>>[CH3:1][CH2:2][NH:3][CH2:14][c:6]1[cH:5][n:4][c:13]2[c:8]([cH:7]1)[cH:9][cH:10][cH:11][cH:12]2.